Dataset: the Open Reaction Database (ORD), a public repository of structured organic reaction records. Task: describe an organic reaction: reactants, conditions, products, and yield Reactants: CO, CC(C)c1nc(COC(=O)NC(C(=O)O)C(C)C)cs1, ClCCl, NC(Cc1cncs1)CC(O)C(Cc1ccccc1)NC(=O)OCc1cncs1. The product is CC(C)c1nc(COC(=O)NC(C(=O)NC(Cc2cncs2)CC(O)C(Cc2ccccc2)NC(=O)OCc2cncs2)C(C)C)cs1. As a reaction SMILES: [CH3:50][OH:51].[CH:30]([CH3:31])([CH3:32])[c:33]1[s:34][cH:35][c:36]([CH2:38][O:39][C:40](=[O:41])[NH:42][CH:43]([CH:44]([CH3:45])[CH3:46])[C:47](=[O:48])[OH:49])[n:37]1.[Cl:52][CH2:53][Cl:54].[NH2:1][CH:2]([CH2:3][CH:4]([CH:5]([CH2:6][c:7]1[cH:8][cH:9][cH:10][cH:11][cH:12]1)[NH:13][C:14](=[O:15])[O:16][CH2:17][c:18]1[cH:19][n:20][cH:21][s:22]1)[OH:23])[CH2:24][c:25]1[cH:26][n:27][cH:28][s:29]1>>[NH:1]([CH:2]([CH2:3][CH:4]([CH:5]([CH2:6][c:7]1[cH:8][cH:9][cH:10][cH:11][cH:12]1)[NH:13][C:14](=[O:15])[O:16][CH2:17][c:18]1[cH:19][n:20][cH:21][s:22]1)[OH:23])[CH2:24][c:25]1[cH:26][n:27][cH:28][s:29]1)[C:47]([CH:43]([NH:42][C:40]([O:39][CH2:38][c:36]1[cH:35][s:34][c:33]([CH:30]([CH3:31])[CH3:32])[n:37]1)=[O:41])[CH:44]([CH3:45])[CH3:46])=[O:48]. Reactants: BrC1=C(C=C(C(=O)NC2[C@]3(CC[C@@H](C2(C)C)C3)C)C=C1)S(=O)(=O)N1CCOCC1 (4-bromo-3-(morpholinosulfonyl)-N-((1S,4R)-1,3,3-trimethylbicyclo[2.2.1]heptan-2-yl)benzamide), CCC(C(=O)O)N (AaBa), COCCO (2-methoxyethanol). The product is COCCOC1=C(C=C(C(=O)NC2[C@]3(CC[C@@H](C2(C)C)C3)C)C=C1)S(=O)(=O)N1CCOCC1 (4-(2-methoxyethoxy)-3-(morpholinosulfonyl)-N-((1S,4R)-1,3,3-trimethylbicyclo[2.2.1]heptan-2-yl)benzamide). RXN SMILES: Br[C:2]1[CH:20]=[CH:19][C:5]([C:6]([NH:8][CH:9]2[C:14]([CH3:16])([CH3:15])[C@H:13]3[CH2:17][C@:10]2([CH3:18])[CH2:11][CH2:12]3)=[O:7])=[CH:4][C:3]=1[S:21]([N:24]1[CH2:29][CH2:28][O:27][CH2:26][CH2:25]1)(=[O:23])=[O:22].CCC(N)C(O)=O.[CH3:37][O:38][CH2:39][CH2:40][OH:41]>>[CH3:37][O:38][CH2:39][CH2:40][O:41][C:2]1[CH:20]=[CH:19][C:5]([C:6]([NH:8][CH:9]2[C:14]([CH3:16])([CH3:15])[C@H:13]3[CH2:17][C@:10]2([CH3:18])[CH2:11][CH2:12]3)=[O:7])=[CH:4][C:3]=1[S:21]([N:24]1[CH2:29][CH2:28][O:27][CH2:26][CH2:25]1)(=[O:23])=[O:22]. Procedure: Compound 2L was prepared from 4-bromo-3-(morpholinosulfonyl)-N-((1S,4R)-1,3,3-trimethylbicyclo[2.2.1]heptan-2-yl)benzamide 2.4.AaBa and 2-methoxyethanol 3.3 following the procedure described in Example 2I.